Dataset: the Open Reaction Database (ORD), a public repository of structured organic reaction records. Task: describe an organic reaction: reactants, conditions, products, and yield Reactants: NC=1C(NC(N(C1N)CC(C)OCC)=S)=O (5,6-Diamino-1-(2-ethoxy-propyl)-2-thioxo-2,3-dihydro-1H-pyrimidin-4-one), C(=O)O (formic acid). Reaction conditions: temperature 70 celsius. Yields the product C(C)OC(CN1C(NC(C=2NC=NC12)=O)=S)C (3-(2-Ethoxy-propyl)-2-thioxanthine). Yield: 29.0%. Reaction SMILES: [NH2:1][C:2]1[C:3](=[O:16])[NH:4][C:5](=[S:15])[N:6]([CH2:9][CH:10]([O:12][CH2:13][CH3:14])[CH3:11])[C:7]=1[NH2:8].[CH:17](O)=O>>[CH2:13]([O:12][CH:10]([CH3:11])[CH2:9][N:6]1[C:7]2[N:8]=[CH:17][NH:1][C:2]=2[C:3](=[O:16])[NH:4][C:5]1=[S:15])[CH3:14]. Procedure: 5,6-Diamino-1-(2-ethoxy-propyl)-2-thioxo-2,3-dihydro-1H-pyrimidin-4-one (0.60 g, 2.45 mmol) obtained from Example 5(d) was suspended in formic acid (6 mL) and the obtained solution was heated at 70° C. for 2 h. Excess formic acid was evaporated off under reduced pressure. 10% sodium hydroxide (6 mL) was added to the solid and the obtained solution was heated at 70° C. for 2 h. The pH of the solution was adjusted to neutral pH with 2M sulphuric acid. The obtained precipitate was collected by filt... Starting materials: C(C)(=O)OC=1C(=NC=CC1)C#C (2-ethynylpyridin-3-yl acetate). The reagents and catalysts are O=[Pt]=O (PtO2). Solvent: C(C)O (ethanol). Reaction conditions: time 30 minute. Yields the product C(C)(=O)OC=1C(=NC=CC1)CC (2-ethylpyridin-3-yl acetate). The yield is 100.0%. RXN SMILES: [C:1]([O:4][C:5]1[C:6]([C:11]#[CH:12])=[N:7][CH:8]=[CH:9][CH:10]=1)(=[O:3])[CH3:2]>C(O)C.O=[Pt]=O>[C:1]([O:4][C:5]1[C:6]([CH2:11][CH3:12])=[N:7][CH:8]=[CH:9][CH:10]=1)(=[O:3])[CH3:2]. Reported procedure: To a solution of 2-ethynylpyridin-3-yl acetate (5.0 g, 31 mmol) in ethanol (50 mL) was added PtO2 (0.50 g, 2.2 mmol). The mixture was degassed with nitrogen and placed under a double-layer balloon of hydrogen. The reaction was stirred at ambient temperature for 30 minutes, then filtered and concentrated in vacuo to give 2-ethylpyridin-3-yl acetate (5.1 g, 31 mmol) which was used in the next step without further purification. Starting materials: ice water, [N+](=O)([O-])[O-].[K+] (KNO3), Ni(NO3)2, Bi(NO3)3.5H2O, (NH4)6Mo7O24, OP(=O)(O)O (H3PO4), Fe(NO3)2, 7G, [O-][Mo](=O)(=O)[O-] (molybdate), Co(NO3)2. The solvent is O (water), [OH-].[NH4+] (ammonium hydroxide), O (water). Conditions: time 1 hour. The product is [O-][Mo](=O)(=O)[O-] (molybdate), [N+](=O)([O-])[O-] (nitrate). As a reaction SMILES: [O-:1][Mo:2]([O-:5])(=[O:4])=[O:3].OP(O)(O)=O.[N+:11]([O-:14])([O-:13])=[O:12].[K+]>O.[OH-].[NH4+]>[O-:4][Mo:2]([O-:5])(=[O:3])=[O:1].[N+:11]([O-:14])([O-:13])=[O:12] |f:2.3,5.6|. Reported procedure: A molybdate solution was prepared from 9.21 g of (NH4)6Mo7O24 4H2O dissolved in 50 mL of deionized water and 33 mL of concentrated ammonium hydroxide. This solution was stirred until all components were soluble. Then 12.5 g of 7G type silica gel was added to the molybdate solution and stirred to ensure homogeneity. This mixture was placed in the Microfluidizer reservoir and recirculation through the machine was started while the internal pressure was adjusted to 9,000 psi. Through Port B shown i... Reactants: Cc1cc(C(=O)N2CCCCc3ccccc32)ccc1CNC(=O)N1CC(=O)N(CCO)c2cccc(F)c21, ClCCl. Yields the product Cc1cc(C(=O)N2CCCCc3ccccc32)ccc1CNC(=O)N1CC(=O)N(CC=O)c2cccc(F)c21. As a reaction SMILES: [CH3:1][c:2]1[c:3]([CH2:4][NH:5][C:6](=[O:7])[N:8]2[CH2:9][C:10](=[O:22])[N:11]([CH2:19][CH2:20][OH:21])[c:12]3[cH:13][cH:14][cH:15][c:16]([F:18])[c:17]32)[cH:23][cH:24][c:25]([C:27](=[O:28])[N:29]2[c:30]3[c:31]([cH:36][cH:37][cH:38][cH:39]3)[CH2:32][CH2:33][CH2:34][CH2:35]2)[cH:26]1.[Cl:40][CH2:41][Cl:42]>>[CH3:1][c:2]1[c:3]([CH2:4][NH:5][C:6](=[O:7])[N:8]2[CH2:9][C:10](=[O:22])[N:11]([CH2:19][CH:20]=[O:21])[c:12]3[cH:13][cH:14][cH:15][c:16]([F:18])[c:17]32)[cH:23][cH:24][c:25]([C:27](=[O:28])[N:29]2[c:30]3[c:31]([cH:36][cH:37][cH:38][cH:39]3)[CH2:32][CH2:33][CH2:34][CH2:35]2)[cH:26]1. Reactants: [C-]#N, CS(C)=O, ClCCCCCCc1ccncc1, [Na+], O. Product: N#CCCCCCCc1ccncc1. As a reaction SMILES: [C-:1]#[N:2].[CH3:18][S:19]([CH3:20])=[O:21].[Cl:4][CH2:5][CH2:6][CH2:7][CH2:8][CH2:9][CH2:10][c:11]1[cH:12][cH:13][n:14][cH:15][cH:16]1.[Na+:3].[OH2:17]>>[C:1](#[N:2])[CH2:5][CH2:6][CH2:7][CH2:8][CH2:9][CH2:10][c:11]1[cH:12][cH:13][n:14][cH:15][cH:16]1. The reactants are BrC=1C=CC(=NC1)C#N (5-bromo-pyridine-2-carbonitrile), C[Mg+].[Br-] (MeMgBr), [OH-].[Na+] (NaOH), [BH4-].[Na+] (NaBH4). The solvent is C1CCOC1 (THF), O (H2O), CO (methanol). Conditions: time 30 minute. The product is BrC=1C=CC(=NC1)C(C)N (1-(5-bromo-pyridin-2-yl)-ethylamine). Yield: 59.2%. As a reaction SMILES: [Br:1][C:2]1[CH:3]=[CH:4][C:5]([C:8]#[N:9])=[N:6][CH:7]=1.[CH3:10][Mg+].[Br-].[BH4-].[Na+].[OH-].[Na+]>C1COCC1.O.CO>[Br:1][C:2]1[CH:3]=[CH:4][C:5]([CH:8]([NH2:9])[CH3:10])=[N:6][CH:7]=1 |f:1.2,3.4,5.6|. Procedure details: To a stirred solution of 5-bromo-pyridine-2-carbonitrile (1 g, 5.46 mmol) in dry THF (10 mL) was added dropwise MeMgBr (2.03 mL, 6.09 mmol, 3M in THF) at −20° C. under N2 atmosphere. After the addition, the reaction mixture was stirred at room temperature for 30 mins. The suspension was then treated with methanol (20 mL) and NaBH4 (0.4 g, 13.3 mmol). The reaction was stirred at room temperature for 10 hrs and then poured into H2O (10 mL) and aqueous NaOH (2M, 10 mL), extracted with EtOAc (50 mL×... Yields the product C1(CCCCC1)C=CC1=NC2=C(N1)C=CC(=C2)C2=C(C=CC=C2)OC(F)(F)F (2-(2-cyclohexyl-vinyl)-5-(2-trifluoromethoxy-phenyl)-1H-benzimidazole). Procedure: A solution of 5-bromo-2-(2-cyclohexyl-vinyl)-1H-benzimidazole (1.2 g, 3.9 mmol, prepared as in STEP B above), 2-trifluoromethoxyphenylboronic acid (1.6 g, 7.8 mmol), dichloro[1,1′-bis(diphenylphosphino)ferrocene]palladium (II) dichloromethane adduct (0.752 g, 0.92 mmol) in dimethoxyethane (32 mL) and 2M sodium carbonate (16 mL, 32 mmol) was stirred at 95° C. for 18 h. The resulting solution was cooled to room temperature and poured into a mixture of ethyl acetate and water (1:1, 50 mL). The laye... RXN SMILES: Br[C:2]1[CH:18]=[CH:17][C:5]2[NH:6][C:7]([CH:9]=[CH:10][CH:11]3[CH2:16][CH2:15][CH2:14][CH2:13][CH2:12]3)=[N:8][C:4]=2[CH:3]=1.[F:19][C:20]([F:32])([F:31])[O:21][C:22]1[CH:27]=[CH:26][CH:25]=[CH:24][C:23]=1B(O)O.C(=O)([O-])[O-].[Na+].[Na+].C(OCC)(=O)C>C(COC)OC.C1C=CC(P(C2C=CC=CC=2)[C-]2C=CC=C2)=CC=1.C1C=CC(P(C2C=CC=CC=2)[C-]2C=CC=C2)=CC=1.Cl[Pd]Cl.[Fe+2].O>[CH:11]1([CH:10]=[CH:9][C:7]2[NH:6][C:5]3[CH:17]=[CH:18][C:2]([C:23]4[CH:24]=[CH:25][CH:26]=[CH:27][C:22]=4[O:21][C:20]([F:19])([F:32])[F:31])=[CH:3][C:4]=3[N:8]=2)[CH2:16][CH2:15][CH2:14][CH2:13][CH2:12]1 |f:2.3.4,7.8.9.10|. Reactants: BrC1=CC2=C(NC(=N2)C=CC2CCCCC2)C=C1 (5-bromo-2-(2-cyclohexyl-vinyl)-1H-benzimidazole), FC(OC1=C(C=CC=C1)B(O)O)(F)F (2-trifluoromethoxyphenylboronic acid), C([O-])([O-])=O.[Na+].[Na+] (sodium carbonate), C(C)(=O)OCC (ethyl acetate). Solvent: C(OC)COC (dimethoxyethane), O (water). Reagents/catalysts: C1=CC=C(C=C1)P([C-]2C=CC=C2)C3=CC=CC=C3.C1=CC=C(C=C1)P([C-]2C=CC=C2)C3=CC=CC=C3.Cl[Pd]Cl.[Fe+2] (dichloro[1,1′-bis(diphenylphosphino)ferrocene]palladium). Starting materials: CC(=O)OC(C)C, CO, Cl, NC(CC(=O)O)C(=O)O. The product is Cl, CC(C(=O)O)C(N)C(=O)O. As a reaction SMILES: [C:11]([O:12][CH:13]([CH3:14])[CH3:15])(=[O:16])[CH3:17].[CH3:18][OH:19].[ClH:1].[NH2:2][CH:3]([CH2:4][C:5]([OH:6])=[O:7])[C:8]([OH:9])=[O:10]>>[ClH:1].[NH2:2][CH:3]([CH:4]([C:5]([OH:6])=[O:7])[CH3:11])[C:8]([OH:9])=[O:10]. The reactants are ClC1=CC=C(C=C1)C(CC(C(C)(C)C)=O)=O (1-(4-chlorophenyl)-4,4-dimethyl-1,3-pentanedione), COC(N(C)C)OC (dimethylformamide dimethylacetal). Run in C1(=CC=CC=C1)C (toluene). Yields the product ClC1=CC=C(C=C1)C(C(C(C(C)(C)C)=O)=CN(C)C)=O (1-(4-Chlorophenyl)-4,4-dimethyl-2-(N,N-dimethylaminomethylene)-1,3-pentanedione). Yield: 65.5%. As a reaction SMILES: [Cl:1][C:2]1[CH:7]=[CH:6][C:5]([C:8](=[O:16])[CH2:9][C:10](=[O:15])[C:11]([CH3:14])([CH3:13])[CH3:12])=[CH:4][CH:3]=1.CO[CH:19](OC)[N:20]([CH3:22])[CH3:21]>C1(C)C=CC=CC=1>[Cl:1][C:2]1[CH:3]=[CH:4][C:5]([C:8](=[O:16])[C:9](=[CH:19][N:20]([CH3:22])[CH3:21])[C:10](=[O:15])[C:11]([CH3:12])([CH3:13])[CH3:14])=[CH:6][CH:7]=1. Procedure details: 17 g of 1-(4-chlorophenyl)-4,4-dimethyl-1,3-pentanedione and 18 g of dimethylformamide dimethylacetal were added to 200 ml of dry toluene, and the mixture was refluxed under heating for 2 hours, and then the methanol was distilled off over 1 hour. The solvent was distilled off, and the residue was purified by silica gel chromatography (developing solvent: chloroform/hexane=6/4) to obtain 13.7 g of the desired product as a pale yellow solid. The reactants are C(C1=CC=CC=C1)(=O)OOC(C1=CC=CC=C1)=O (Benzoyl peroxide), ClC1=C(C(=O)O)C=CC=C1C (2-chloro-3-methylbenzoic acid), BrN1C(CCC1=O)=O (N-bromosuccinimide). Run in ClC1=CC=CC=C1 (chlorobenzene), C(C)(=O)OCC (ethyl acetate). Run at temperature 85 celsius. Product: BrCC=1C(=C(C(=O)O)C=CC1)Cl (3-(Bromomethyl)-2-chlorobenzoic acid). As a reaction SMILES: C(OOC(=O)C1C=CC=CC=1)(=O)C1C=CC=CC=1.[Cl:19][C:20]1[C:28]([CH3:29])=[CH:27][CH:26]=[CH:25][C:21]=1[C:22]([OH:24])=[O:23].[Br:30]N1C(=O)CCC1=O>ClC1C=CC=CC=1.C(OCC)(=O)C>[Br:30][CH2:29][C:28]1[C:20]([Cl:19])=[C:21]([CH:25]=[CH:26][CH:27]=1)[C:22]([OH:24])=[O:23]. Procedure: Benzoyl peroxide (1.33 g) was added to a suspension of 2-chloro-3-methylbenzoic acid (25 g) and N-bromosuccinimide (28.7 g) in chlorobenzene (250 mL) and the resulting mixture was heated to 85° C. for 4 h. The mixture was diluted with ethyl acetate (100 mL) and washed with 10% aqueous brine (3×100 mL). The organic layer was dried over magnesium sulphate, filtered and evaporated. The beige solid was recrystallised from ethyl acetate (˜75 mL)/isohexane (˜250 mL) to give the subtitled compound as a...